The task is: describe an organic reaction: reactants, conditions, products, and yield. This data is from the Open Reaction Database (ORD), a public repository of structured organic reaction records. Starting materials: CC1=C(C=C(C=C1)C12CC3CC(CC(C1)C3)C2)C2=C(C=CC(=C2)C23CC1CC(CC(C2)C1)C3)C (2,2′-dimethyl-5,5′-bis(1-adamantyl)-biphenyl), CC1=C(C=C(C=C1)C12CC3(CC(CC(C1)C3)C2)Br)C2=C(C=CC(=C2)C23CC1(CC(CC(C2)C1)C3)Br)C (2,2′-dimethyl-5,5′-bis(3-bromo-1-adamantyl)biphenyl). Yields the product CC1=C(C=C(C=C1)C12CC3(CC(CC(C1)C3)C2)C2=CC(=CC(=C2)C#C)C#C)C2=C(C=CC(=C2)C23CC1(CC(CC(C2)C1)C3)C3=CC(=CC(=C3)C#C)C#C)C (2,2′-dimethyl-5,5′-bis(3-(3,5-diethynylphenyl)-1-adamantyl)biphenyl). The yield is 73.5%. RXN SMILES: [CH3:1][C:2]1[CH:7]=[CH:6][C:5]([C:8]23[CH2:17][CH:12]4[CH2:13][CH:14]([CH2:16][CH:10]([CH2:11]4)[CH2:9]2)[CH2:15]3)=[CH:4][C:3]=1[C:18]1[CH:23]=[C:22]([C:24]23[CH2:33][CH:28]4[CH2:29][CH:30]([CH2:32][CH:26]([CH2:27]4)[CH2:25]2)[CH2:31]3)[CH:21]=[CH:20][C:19]=1[CH3:34].C[C:36]1[CH:41]=[CH:40][C:39]([C:42]23CC4CC(CC(Br)(C4)[CH2:43]2)C3)=[CH:38][C:37]=1[C:53]1C=C(C23CC4CC(CC(Br)(C4)C2)C3)C=C[C:54]=1C>>[CH3:34][C:19]1[CH:20]=[CH:21][C:22]([C:24]23[CH2:25][CH:26]4[CH2:27][CH:28]([CH2:29][C:30]([C:7]5[CH:6]=[C:5]([C:8]#[CH:9])[CH:4]=[C:3]([C:18]#[CH:19])[CH:2]=5)([CH2:32]4)[CH2:31]2)[CH2:33]3)=[CH:23][C:18]=1[C:3]1[CH:4]=[C:5]([C:8]23[CH2:9][CH:10]4[CH2:16][CH:14]([CH2:13][C:12]([C:41]5[CH:40]=[C:39]([C:42]#[CH:43])[CH:38]=[C:37]([C:53]#[CH:54])[CH:36]=5)([CH2:11]4)[CH2:17]2)[CH2:15]3)[CH:6]=[CH:7][C:2]=1[CH3:1]. Reported procedure: From the obtained 2,2′-dimethyl-5,5′-bis(1-adamantyl)-biphenyl 10 g, the same method as in Synthesis Example 7 was used to synthesize 2,2′-dimethyl-5,5′-bis(3-bromo-1-adamantyl)biphenyl 4.5 g, then the same method as in Synthesis Example 3 was used to obtain 2,2′-dimethyl-5,5′-bis(3-(3,5-diethynylphenyl)-1-adamantyl)biphenyl 3.8 g. The reactants are OC1=C(C=NC=2N1N=CC2)C(=O)OCC (ethyl 7-hydroxypyrazolo[1,5-a]pyrimidine-6-carboxylate), ClC1=C(N)C=C(C=C1)Cl (2,5-dichloroaniline). The product is ClC1=C(C=C(C=C1)Cl)NC1=C(C=NC=2N1N=CC2)C(=O)OCC (Ethyl 7-(2,5-dichlorophenylamino)pyrazolo[1,5-a]pyrimidine-6-carboxylate). Isolated yield 75.5%. RXN SMILES: O[C:2]1[N:7]2[N:8]=[CH:9][CH:10]=[C:6]2[N:5]=[CH:4][C:3]=1[C:11]([O:13][CH2:14][CH3:15])=[O:12].[Cl:16][C:17]1[CH:23]=[CH:22][C:21]([Cl:24])=[CH:20][C:18]=1[NH2:19]>>[Cl:16][C:17]1[CH:23]=[CH:22][C:21]([Cl:24])=[CH:20][C:18]=1[NH:19][C:2]1[N:7]2[N:8]=[CH:9][CH:10]=[C:6]2[N:5]=[CH:4][C:3]=1[C:11]([O:13][CH2:14][CH3:15])=[O:12]. Reported procedure: Using ethyl 7-hydroxypyrazolo[1,5-a]pyrimidine-6-carboxylate (7.50 g, 36.2 mmol) and 2,5-dichloroaniline (5.30 g, 32.6 mmol) instead of 4-fluoro-2-methylaniline, and in the same manner as in Example 1 step 1, the title compound (8.64 g, 68%) was obtained.